describe an organic reaction: reactants, conditions, products, and yield From a dataset of the Open Reaction Database (ORD), a public repository of structured organic reaction records. The reactants are CCN=C=NCCCN(C)C, Nc1ccccc1, CN(C)C=O, On1nnc2ccccc21, O=C(O)c1n[nH]cc1-c1ccccc1. Product: O=C(Nc1ccccc1)c1n[nH]cc1-c1ccccc1. Reaction SMILES: [CH3:22][CH2:23][N:24]=[C:25]=[N:26][CH2:27][CH2:28][CH2:29][N:30]([CH3:31])[CH3:32].[NH2:15][c:16]1[cH:17][cH:18][cH:19][cH:20][cH:21]1.[O:43]=[CH:44][N:45]([CH3:46])[CH3:47].[OH:33][n:34]1[c:35]2[c:36]([cH:37][cH:38][cH:39][cH:40]2)[n:41][n:42]1.[c:1]1(-[c:7]2[c:8]([C:12](=[O:13])[OH:14])[n:9][nH:10][cH:11]2)[cH:2][cH:3][cH:4][cH:5][cH:6]1>>[c:1]1(-[c:7]2[c:8]([C:12](=[O:14])[NH:15][c:16]3[cH:17][cH:18][cH:19][cH:20][cH:21]3)[n:9][nH:10][cH:11]2)[cH:2][cH:3][cH:4][cH:5][cH:6]1. Reactants: COCCOC, Nc1ncc(Br)nc1NCc1ccc(O)cc1, [Na+], O=C([O-])O, O, Cl[Pd]Cl, c1ccc(P(c2ccccc2)c2ccccc2)cc1, c1ccc(P(c2ccccc2)c2ccccc2)cc1, OB(O)c1cccs1. Product: Nc1ncc(-c2cccs2)nc1NCc1ccc(O)cc1. As a reaction SMILES: [CH3:31][O:32][CH2:33][CH2:34][O:35][CH3:36].[NH2:1][c:2]1[c:3]([NH:9][CH2:10][c:11]2[cH:12][cH:13][c:14]([OH:17])[cH:15][cH:16]2)[n:4][c:5]([Br:8])[cH:6][n:7]1.[Na+:30].[O-:26][C:27]([OH:28])=[O:29].[OH2:37].[Pd:38]([Cl:39])[Cl:40].[c:41]1([P:42]([c:43]2[cH:44][cH:45][cH:46][cH:47][cH:48]2)[c:49]2[cH:50][cH:51][cH:52][cH:53][cH:54]2)[cH:55][cH:56][cH:57][cH:58][cH:59]1.[c:60]1([P:61]([c:62]2[cH:63][cH:64][cH:65][cH:66][cH:67]2)[c:68]2[cH:69][cH:70][cH:71][cH:72][cH:73]2)[cH:74][cH:75][cH:76][cH:77][cH:78]1.[s:18]1[c:19]([B:23]([OH:24])[OH:25])[cH:20][cH:21][cH:22]1>>[NH2:1][c:2]1[c:3]([NH:9][CH2:10][c:11]2[cH:12][cH:13][c:14]([OH:17])[cH:15][cH:16]2)[n:4][c:5](-[c:19]2[s:18][cH:22][cH:21][cH:20]2)[cH:6][n:7]1. The reactants are NC1=NC=C(N=C1C#N)Br (2-amino-3-cyano-5-bromopyrazine), O (water), FC(C=1C=C(C=C(C1)C(F)(F)F)B(O)O)(F)F (3,5-di(trifluoromethyl)phenylboronic acid), C([O-])([O-])=O.[K+].[K+] (potassium carbonate). The reagents and catalysts are C=1C=CC(=CC1)[P](C=2C=CC=CC2)(C=3C=CC=CC3)[Pd]([P](C=4C=CC=CC4)(C=5C=CC=CC5)C=6C=CC=CC6)([P](C=7C=CC=CC7)(C=8C=CC=CC8)C=9C=CC=CC9)[P](C=1C=CC=CC1)(C=1C=CC=CC1)C=1C=CC=CC1 (tetrakis(triphenylphosphine)palladium(0)). Run in C1(=CC=CC=C1)C (toluene). Product: NC1=NC=C(N=C1C#N)C1=CC(=CC(=C1)C(F)(F)F)C(F)(F)F (2-amino-3-cyano-5-[3,5-di(trifluoromethyl)phenyl]pyrazine). RXN SMILES: [NH2:1][C:2]1[C:7]([C:8]#[N:9])=[N:6][C:5](Br)=[CH:4][N:3]=1.[F:11][C:12]([F:27])([F:26])[C:13]1[CH:14]=[C:15](B(O)O)[CH:16]=[C:17]([C:19]([F:22])([F:21])[F:20])[CH:18]=1.C(=O)([O-])[O-].[K+].[K+].O>C1(C)C=CC=CC=1.C1C=CC([P]([Pd]([P](C2C=CC=CC=2)(C2C=CC=CC=2)C2C=CC=CC=2)([P](C2C=CC=CC=2)(C2C=CC=CC=2)C2C=CC=CC=2)[P](C2C=CC=CC=2)(C2C=CC=CC=2)C2C=CC=CC=2)(C2C=CC=CC=2)C2C=CC=CC=2)=CC=1>[NH2:1][C:2]1[C:7]([C:8]#[N:9])=[N:6][C:5]([C:15]2[CH:16]=[C:17]([C:19]([F:22])([F:20])[F:21])[CH:18]=[C:13]([C:12]([F:11])([F:27])[F:26])[CH:14]=2)=[CH:4][N:3]=1 |f:2.3.4,^1:45,47,66,85|. Reported procedure: A stirred solution of 1.6 grams (0.008 mole) of 2-amino-3-cyano-5-bromopyrazine [prepared by the method of Taylor and Ray--JOC, 52, 3997 (1987)], 3.2 grams (0.012 mole) of 3,5-di(trifluoromethyl)phenylboronic acid commercially available or prepared by the method of Thompson and Gaudino--JOC, 49, 5237 (1984)], 4.3 grams (0.031 mole) of potassium carbonate and 0.3 gram of tetrakis(triphenylphosphine)palladium(0) in 150 mL of toluene is heated at 90° C. for about 20 hours. After this time, the reac... The reactants are C(C1=CC=CC=C1)OC(=O)N1[C@@H](C[C@H](C1)C1CCCCC1)CO ((2S-trans)-1-[(benzyloxy)carbonyl]-4-cyclohexyl-2-pyrrolidinemethanol), [Cr](=O)(=O)([O-])O[Cr](=O)(=O)[O-].[NH+]1=CC=CC=C1.[NH+]1=CC=CC=C1 (pyridinium dichromate), Cl (hydrochloric acid). The solvent is CN(C=O)C (dimethylformamide). The product is C(C1=CC=CC=C1)OC(=O)N1[C@H](C(=O)O)C[C@H](C1)C1CCCCC1 ((trans)-1-[(benzyloxy)carbonyl]-4-cyclohexyl-L-proline). Reaction conditions: time 16 hour. As a reaction SMILES: [CH2:1]([O:8][C:9]([N:11]1[CH2:15][C@H:14]([CH:16]2[CH2:21][CH2:20][CH2:19][CH2:18][CH2:17]2)[CH2:13][C@H:12]1[CH2:22][OH:23])=[O:10])[C:2]1[CH:7]=[CH:6][CH:5]=[CH:4][CH:3]=1.[Cr](O[Cr]([O-])(=O)=O)([O-])(=O)=[O:25].[NH+]1C=CC=CC=1.[NH+]1C=CC=CC=1.Cl>CN(C)C=O>[CH2:1]([O:8][C:9]([N:11]1[CH2:15][C@H:14]([CH:16]2[CH2:17][CH2:18][CH2:19][CH2:20][CH2:21]2)[CH2:13][C@H:12]1[C:22]([OH:25])=[O:23])=[O:10])[C:2]1[CH:7]=[CH:6][CH:5]=[CH:4][CH:3]=1 |f:1.2.3|. Procedure: To a solution of (2S-trans)-1-[(benzyloxy)carbonyl]-4-cyclohexyl-2-pyrrolidinemethanol (0.65 g) in dimethylformamide (10 ml) was added pyridinium dichromate (2.1 g). The mixture was stirred at room temperature for 16 hours and poured into crushed ice and hydrochloric acid (25 ml). Extraction with ethyl acetate followed by solvent evaporation yielded 0.4 g of (trans)-1-[(benzyloxy)carbonyl]-4-cyclohexyl-L-proline as a thick oil. The compound can be deprotected using catalytic hydrogenation as des... The yield is 58.9%.